Dataset: the Open Reaction Database (ORD), a public repository of structured organic reaction records. Task: describe an organic reaction: reactants, conditions, products, and yield Starting materials: CCOC(=O)c1cc(-c2cc(OC)c(OC)c(OC)c2)[nH]n1, COCCl, CCN(C(C)C)C(C)C, ClCCl. Product: CCOC(=O)c1cc(-c2cc(OC)c(OC)c(OC)c2)n(COC)n1. Reaction SMILES: [CH3:1][O:2][c:3]1[cH:4][c:5](-[c:13]2[cH:14][c:15]([C:18](=[O:19])[O:20][CH2:21][CH3:22])[n:16][nH:17]2)[cH:6][c:7]([O:11][CH3:12])[c:8]1[O:9][CH3:10].[CH3:32][O:33][CH2:34][Cl:35].[CH:23]([N:24]([CH:25]([CH3:26])[CH3:27])[CH2:28][CH3:29])([CH3:30])[CH3:31].[Cl:36][CH2:37][Cl:38]>>[CH3:1][O:2][c:3]1[cH:4][c:5](-[c:13]2[cH:14][c:15]([C:18](=[O:19])[O:20][CH2:21][CH3:22])[n:16][n:17]2[CH2:34][O:33][CH3:32])[cH:6][c:7]([O:11][CH3:12])[c:8]1[O:9][CH3:10].